From a dataset of the Open Reaction Database (ORD), a public repository of structured organic reaction records. describe an organic reaction: reactants, conditions, products, and yield Procedure: In the manner given in Example 7, 1,3-dioxo-2-isoindolineacetic acid, [[N-[2-(2,6-difluorobenzoyl)-4-chlorophenyl]-1,3-dioxo-2-isoindolineacetamido]methylene]hydrazide is heated to 100°-110° C. with trifluoroacetic acid to give 2',6'-difluoro-5-chloro-2-[3-(phthalimidomethyl)-4H-1,2,4-triazol-4-yl]benzophenone. Reactants: FC1=C(C(=O)C2=C(C=CC(=C2)Cl)N(C(CN2C(C3=CC=CC=C3C2=O)=O)=O)C=NNC(CN2C(C3=CC=CC=C3C2=O)=O)=O)C(=CC=C1)F (1,3-dioxo-2-isoindolineacetic acid, [[N-[2-(2,6-difluorobenzoyl)-4-chlorophenyl]-1,3-dioxo-2-isoindolineacetamido]methylene]hydrazide), FC(C(=O)O)(F)F (trifluoroacetic acid). Product: FC1=C(C(=CC=C1)F)C(C1=C(C=CC(=C1)Cl)N1C(=NN=C1)CN1C(C=2C(C1=O)=CC=CC2)=O)=O (2',6'-difluoro-5-chloro-2-[3-(phthalimidomethyl)-4H-1,2,4-triazol-4-yl]benzophenone). Reaction SMILES: [F:1][C:2]1[CH:48]=[CH:47][CH:46]=[C:45]([F:49])[C:3]=1[C:4]([C:6]1[CH:11]=[C:10]([Cl:12])[CH:9]=[CH:8][C:7]=1[N:13]([CH:28]=[N:29][NH:30]C(=O)CN1C(=O)C2C(=CC=CC=2)C1=O)[C:14](=O)[CH2:15][N:16]1[C:24](=[O:25])[C:23]2[C:18](=[CH:19][CH:20]=[CH:21][CH:22]=2)[C:17]1=[O:26])=[O:5].FC(F)(F)C(O)=O>>[F:49][C:45]1[CH:46]=[CH:47][CH:48]=[C:2]([F:1])[C:3]=1[C:4](=[O:5])[C:6]1[CH:11]=[C:10]([Cl:12])[CH:9]=[CH:8][C:7]=1[N:13]1[CH:28]=[N:29][N:30]=[C:14]1[CH2:15][N:16]1[C:24](=[O:25])[C:23]2=[CH:22][CH:21]=[CH:20][CH:19]=[C:18]2[C:17]1=[O:26]. The reactants are COC=1C=C(C=2C=NN(C2C1)C1OCCCC1)C#N (6-methoxy-1-(tetrahydro-2H-pyran-2-yl)-1H-indazole-4-carbonitrile). The reagents and catalysts are [Ni] (Ni). Run in N (ammonia). Reaction conditions: time 16 hour. Yields the product COC1=CC(=C2C=NN(C2=C1)C1OCCCC1)CN ((6-Methoxy-1-(tetrahydro-2H-pyran-2-yl)-1H-indazol-4-yl)methanamine). Isolated yield 76.0%. RXN SMILES: [CH3:1][O:2][C:3]1[CH:4]=[C:5]([C:18]#[N:19])[C:6]2[CH:7]=[N:8][N:9]([CH:12]3[CH2:17][CH2:16][CH2:15][CH2:14][O:13]3)[C:10]=2[CH:11]=1>N.[Ni]>[CH3:1][O:2][C:3]1[CH:11]=[C:10]2[C:6]([CH:7]=[N:8][N:9]2[CH:12]2[CH2:17][CH2:16][CH2:15][CH2:14][O:13]2)=[C:5]([CH2:18][NH2:19])[CH:4]=1. Reported procedure: To a solution of 6-methoxy-1-(tetrahydro-2H-pyran-2-yl)-1H-indazole-4-carbonitrile (350 mg, 1.36 mmol) in ammonia (2M solution in methanol, 15 mL) was added Raney-Ni (1.17 g, suspension in water). The mixture was stirred under a hydrogen atmosphere (1 atm.) at RT for 16 h and then filtered. The filtrate was concentrated in vacuo to afford crude (6-methoxy-1-(tetrahydro-2H-pyran-2-yl)-1H-indazol-4-yl)methanamine (129, 270 mg, yield: 76%). MS (ESI) m/z: 262.4 [M+1]+. RXN SMILES: [O-]S(S([O-])=O)=O.[Na+].[Na+].[Br:9][C:10]1[CH:46]=[C:45]([CH3:47])[C:13]([O:14][C:15]2[C:20]([N+]([O-])=O)=[C:19](/[CH:24]=[CH:25]/[N:26](C)C)[N:18]=[C:17]([N:29]([C:37]3[CH:42]=[CH:41][C:40]([C:43]#[N:44])=[CH:39][CH:38]=3)[C:30](=[O:36])[O:31][C:32]([CH3:35])([CH3:34])[CH3:33])[N:16]=2)=[C:12]([CH3:48])[CH:11]=1>O.C1COCC1>[Br:9][C:10]1[CH:46]=[C:45]([CH3:47])[C:13]([O:14][C:15]2[C:20]3[NH:26][CH:25]=[CH:24][C:19]=3[N:18]=[C:17]([N:29]([C:37]3[CH:42]=[CH:41][C:40]([C:43]#[N:44])=[CH:39][CH:38]=3)[C:30](=[O:36])[O:31][C:32]([CH3:34])([CH3:33])[CH3:35])[N:16]=2)=[C:12]([CH3:48])[CH:11]=1 |f:0.1.2|. Reactants: [O-]S(=O)S(=O)[O-].[Na+].[Na+] (Na2S2O4), BrC1=CC(=C(OC2=NC(=NC(=C2[N+](=O)[O-])\C=C\N(C)C)N(C(OC(C)(C)C)=O)C2=CC=C(C=C2)C#N)C(=C1)C)C ((E)-tert-butyl 4-(4-bromo-2,6-dimethylphenoxy)-6-(2-(dimethylamino)vinyl)-5-nitropyrimidin-2-yl(4-cyanophenyl)carbamate). Procedure details: A solution of Na2S2O4 (40.04 g, 230 mmol) in water (100 ml) was added to a solution of (E)-tert-butyl 4-(4-bromo-2,6-dimethylphenoxy)-6-(2-(dimethylamino)vinyl)-5-nitropyrimidin-2-yl(4-cyanophenyl)carbamate (28.0 g, 45.9 mmol) in THF (300 ml). The mixture was stirred at room temperature of 2 days. The reaction mixture was concentrated. The residue was washed with water and extracted with ethyl acetate. The organic layer was concentrated and the product was obtained by crystallization from a mixt... Solvent: O (water), C1CCOC1 (THF). The product is BrC1=CC(=C(OC=2C3=C(N=C(N2)N(C(OC(C)(C)C)=O)C2=CC=C(C=C2)C#N)C=CN3)C(=C1)C)C (tert-butyl 4-(4-bromo-2,6-dimethylphenoxy)-5H-pyrrolo[3,2-d]pyrimidin-2-yl(4-cyanophenyl)carbamate). Reaction conditions: time 2 day. Reactants: C(CCCCCCCCCCCCCCC(C)C)(=O)O (isostearic acid), [OH-].[Ca+2].[OH-] (calcium hydroxide), C(CCCCCCCCCCCCCCC(C)C)(=O)[O-].[Na+] (sodium isostearate), [Cl-].[Ca+2].[Cl-] (calcium chloride). Yields the product C(CCCCCCCCCCCCCCC(C)C)(=O)[O-].[Ca+2].C(CCCCCCCCCCCCCCC(C)C)(=O)[O-] (Calcium isostearate). As a reaction SMILES: [C:1]([OH:20])(=[O:19])[CH2:2][CH2:3][CH2:4][CH2:5][CH2:6][CH2:7][CH2:8][CH2:9][CH2:10][CH2:11][CH2:12][CH2:13][CH2:14][CH2:15][CH:16]([CH3:18])[CH3:17].[OH-].[Ca+2:22].[OH-].[C:24]([O-:43])(=[O:42])[CH2:25][CH2:26][CH2:27][CH2:28][CH2:29][CH2:30][CH2:31][CH2:32][CH2:33][CH2:34][CH2:35][CH2:36][CH2:37][CH2:38][CH:39]([CH3:41])[CH3:40].[Na+].[Cl-].[Ca+2].[Cl-]>>[C:1]([O-:20])(=[O:19])[CH2:2][CH2:3][CH2:4][CH2:5][CH2:6][CH2:7][CH2:8][CH2:9][CH2:10][CH2:11][CH2:12][CH2:13][CH2:14][CH2:15][CH:16]([CH3:17])[CH3:18].[Ca+2:22].[C:24]([O-:43])(=[O:42])[CH2:25][CH2:26][CH2:27][CH2:28][CH2:29][CH2:30][CH2:31][CH2:32][CH2:33][CH2:34][CH2:35][CH2:36][CH2:37][CH2:38][CH:39]([CH3:40])[CH3:41] |f:1.2.3,4.5,6.7.8,9.10.11|. Reported procedure: Calcium isostearate was prepared from isostearic acid and calcium hydroxide rather than from sodium isostearate and calcium chloride. Starting materials: CC(C)(C)OC(=O)N1Cc2[nH]nc(NC(=O)OCc3ccccc3)c2C1, ClCCl, O=C(O)C(F)(F)F. Product: O=C(Nc1n[nH]c2c1CNC2)OCc1ccccc1. Reaction SMILES: [CH2:1]([c:2]1[cH:3][cH:4][cH:5][cH:6][cH:7]1)[O:8][C:9](=[O:10])[NH:11][c:12]1[c:13]2[c:14]([nH:15][n:16]1)[CH2:17][N:18]([C:20]([O:21][C:22]([CH3:23])([CH3:24])[CH3:25])=[O:26])[CH2:19]2.[Cl:34][CH2:35][Cl:36].[F:27][C:28]([F:29])([F:30])[C:31]([OH:32])=[O:33]>>[CH2:1]([c:2]1[cH:3][cH:4][cH:5][cH:6][cH:7]1)[O:8][C:9](=[O:10])[NH:11][c:12]1[c:13]2[c:14]([nH:15][n:16]1)[CH2:17][NH:18][CH2:19]2.